This data is from the Open Reaction Database (ORD), a public repository of structured organic reaction records. The task is: describe an organic reaction: reactants, conditions, products, and yield Starting materials: O=C1CC[C@@H](N1)C(=O)OCC (ethyl(R)-5-oxopyrrolidine-2-carboxylate), ClC(=O)OCC1=CC=CC=C1 (benzyl chloroformate), bis(trimethylsilyl)lithium amide. Run in C1CCOC1 (THF). Yields the product O=C1CC[C@@H](N1C(=O)OCC1=CC=CC=C1)C(=O)OCC (ethyl(R)-5-oxo-N-benzyloxycarbonylpyrrolidine-2-carboxylate). RXN SMILES: [O:1]=[C:2]1[NH:6][C@@H:5]([C:7]([O:9][CH2:10][CH3:11])=[O:8])[CH2:4][CH2:3]1.Cl[C:13]([O:15][CH2:16][C:17]1[CH:22]=[CH:21][CH:20]=[CH:19][CH:18]=1)=[O:14]>C1COCC1>[O:1]=[C:2]1[N:6]([C:13]([O:15][CH2:16][C:17]2[CH:22]=[CH:21][CH:20]=[CH:19][CH:18]=2)=[O:14])[C@@H:5]([C:7]([O:9][CH2:10][CH3:11])=[O:8])[CH2:4][CH2:3]1. Procedure: 9.1 Reaction of 1.0 g of ethyl(R)-5-oxopyrrolidine-2-carboxylate, 949.8 μl of benzyl chloroformate, 6.9 ml of bis(trimethylsilyl)lithium amide (in THF) in 25 ml of THF under standard conditions and work-up gives 730 mg of ethyl(R)-5-oxo-N-benzyloxycarbonylpyrrolidine-2-carboxylate (“17”). Reactants: ClC=1C=C2C=C(NC2=C(C1)NC1CCCC1)C=1SC[C@H](N1)CC(=O)O ([(R)-2-(5-chloro-7-cyclopentylamino-1H-indol-2-yl)-4,5-dihydro-thiazol-4-yl]acetic acid), NCCN1CCOCC1 (4-(2-aminoethyl)morpholine). The product is ClC=1C=C2C=C(NC2=C(C1)NC1CCCC1)C=1SC[C@H](N1)CC(=O)NCCN1CCOCC1 (2-[(R)-2-(5-chloro-7-cyclopentylamino-1H-indol-2-yl)-4,5-dihydro-thiazol-4-yl]-N-(2-morpholin-4-yl-ethyl)-acetamide). Isolated yield 34.0%. As a reaction SMILES: [Cl:1][C:2]1[CH:3]=[C:4]2[C:8](=[C:9]([NH:11][CH:12]3[CH2:16][CH2:15][CH2:14][CH2:13]3)[CH:10]=1)[NH:7][C:6]([C:17]1[S:18][CH2:19][C@@H:20]([CH2:22][C:23]([OH:25])=O)[N:21]=1)=[CH:5]2.[NH2:26][CH2:27][CH2:28][N:29]1[CH2:34][CH2:33][O:32][CH2:31][CH2:30]1>>[Cl:1][C:2]1[CH:3]=[C:4]2[C:8](=[C:9]([NH:11][CH:12]3[CH2:16][CH2:15][CH2:14][CH2:13]3)[CH:10]=1)[NH:7][C:6]([C:17]1[S:18][CH2:19][C@@H:20]([CH2:22][C:23]([NH:26][CH2:27][CH2:28][N:29]3[CH2:34][CH2:33][O:32][CH2:31][CH2:30]3)=[O:25])[N:21]=1)=[CH:5]2. Procedure details: The compound (50 mg, 0.13 mmol) prepared in Example 27 and 4-(2-aminoethyl)morpholine instead of morpholine were reacted according to the same procedure as Example 73 to give the title compound (22 mg, Yield 34%). Reactants: CCOC(=O)C (AcOEt), C(=O)([O-])[O-].[K+].[K+] (K2CO3), C(#N)C=1C(=NC(=CC1)C)N=CN(C)C (N′-(3-cyano-6-methyl-pyridin-2-yl)-N,N-dimethyl-formamidine), COC(C1=CC(=C(C=C1)SC1=CC=C(C=C1)NC(=O)OC(C)(C)C)N)=O (3-Amino-4-(4-tert-butoxycarbonylamino-phenylsulfanyl)-benzoic acid methyl ester). The solvent is CC(=O)O (AcOH), O (H2O). Run at temperature 120 celsius. Yields the product COC(C1=CC(=C(C=C1)SC1=CC=C(C=C1)NC(=O)OC(C)(C)C)NC=1C2=C(N=CN1)N=C(C=C2)C)=O (4-(4-tert-Butoxycarbonylamino-phenylsulfanyl)-3-(7-methyl-pyrido[2,3-d]pyrimidin-4-ylamino)-benzoic acid methyl ester). Isolated yield 62.0%. As a reaction SMILES: [C:1]([C:3]1[C:4]([N:10]=[CH:11][N:12](C)C)=[N:5][C:6]([CH3:9])=[CH:7][CH:8]=1)#[N:2].[CH3:15][O:16][C:17](=[O:40])[C:18]1[CH:23]=[CH:22][C:21]([S:24][C:25]2[CH:30]=[CH:29][C:28]([NH:31][C:32]([O:34][C:35]([CH3:38])([CH3:37])[CH3:36])=[O:33])=[CH:27][CH:26]=2)=[C:20](N)[CH:19]=1.CCOC(C)=O.C([O-])([O-])=O.[K+].[K+]>CC(O)=O.O>[CH3:15][O:16][C:17](=[O:40])[C:18]1[CH:19]=[CH:20][C:21]([S:24][C:25]2[CH:30]=[CH:29][C:28]([NH:31][C:32]([O:34][C:35]([CH3:37])([CH3:36])[CH3:38])=[O:33])=[CH:27][CH:26]=2)=[C:22]([NH:2][C:1]2[C:3]3[CH:8]=[CH:7][C:6]([CH3:9])=[N:5][C:4]=3[N:10]=[CH:11][N:12]=2)[CH:23]=1 |f:3.4.5|. Reported procedure: A suspension of N′-(3-cyano-6-methyl-pyridin-2-yl)-N,N-dimethyl-formamidine (1.00 g, 5.3 mmol) and 3-amino-4-(4-tert-butoxycarbonylamino-phenylsulfanyl)-benzoic acid methyl ester (prepared in Example 385C) (1.99 g, 5.3 mmol) in AcOH (20 mL) was heated at 120° C. for 30 minutes under N2. After cooling to room temperature, the reaction mixture was portioned between AcOEt (250 mL) and H2O (200 mL), and then made basic to pH 9 with K2CO3 under stirring. The organic layer was separated, washed with 1... The reactants are CC(C)c1onc(CSc2c(Cl)cccc2Cl)c1CO, ClCCl, CC(C)(C)OC(=O)N=NC(=O)OC(C)(C)C, CCOC(=O)c1ccc2cc(-c3ccc(O)cc3)ccc2n1, c1ccc(P(c2ccccc2)c2ccccc2)cc1. Product: CCOC(=O)c1ccc2cc(-c3ccc(OCc4c(CSc5c(Cl)cccc5Cl)noc4C(C)C)cc3)ccc2n1. Reaction SMILES: [Cl:1][c:2]1[c:3]([S:9][CH2:10][c:11]2[n:12][o:13][c:14]([CH:18]([CH3:19])[CH3:20])[c:15]2[CH2:16][OH:17])[c:4]([Cl:8])[cH:5][cH:6][cH:7]1.[Cl:78][CH2:79][Cl:80].[N:62]([C:63]([O:64][C:65]([CH3:66])([CH3:67])[CH3:68])=[O:69])=[N:70][C:71]([O:72][C:73]([CH3:74])([CH3:75])[CH3:76])=[O:77].[OH:21][c:22]1[cH:23][cH:24][c:25](-[c:28]2[cH:29][c:30]3[cH:31][cH:32][c:33]([C:38](=[O:39])[O:40][CH2:41][CH3:42])[n:34][c:35]3[cH:36][cH:37]2)[cH:26][cH:27]1.[c:43]1([P:44]([c:45]2[cH:46][cH:47][cH:48][cH:49][cH:50]2)[c:51]2[cH:52][cH:53][cH:54][cH:55][cH:56]2)[cH:57][cH:58][cH:59][cH:60][cH:61]1>>[Cl:1][c:2]1[c:3]([S:9][CH2:10][c:11]2[n:12][o:13][c:14]([CH:18]([CH3:19])[CH3:20])[c:15]2[CH2:16][O:17][c:22]2[cH:23][cH:24][c:25](-[c:28]3[cH:29][c:30]4[cH:31][cH:32][c:33]([C:38](=[O:39])[O:40][CH2:41][CH3:42])[n:34][c:35]4[cH:36][cH:37]3)[cH:26][cH:27]2)[c:4]([Cl:8])[cH:5][cH:6][cH:7]1. RXN SMILES: [Al+3:35].[CH3:6][O:7][c:8]1[c:9]([CH:19]([CH2:20][CH2:21][CH2:22][CH2:23][CH2:24][C:25](=[O:26])[OH:27])[c:28]2[cH:29][n:30][cH:31][cH:32][cH:33]2)[c:10]([CH3:18])[c:11]([O:16][CH3:17])[c:12]([CH3:15])[c:13]1[CH3:14].[H-:34].[H-:37].[H-:38].[H-:39].[Li+:36].[O:1]1[CH2:2][CH2:3][CH2:4][CH2:5]1.[OH2:40]>>[CH3:6][O:7][c:8]1[c:9]([CH:19]([CH2:20][CH2:21][CH2:22][CH2:23][CH2:24][CH2:25][OH:26])[c:28]2[cH:29][n:30][cH:31][cH:32][cH:33]2)[c:10]([CH3:18])[c:11]([O:16][CH3:17])[c:12]([CH3:15])[c:13]1[CH3:14]. The reactants are [Al+3], COc1c(C)c(C)c(OC)c(C(CCCCCC(=O)O)c2cccnc2)c1C, [H-], [H-], [H-], [H-], [Li+], C1CCOC1, O. The product is COc1c(C)c(C)c(OC)c(C(CCCCCCO)c2cccnc2)c1C.